Dataset: the Open Reaction Database (ORD), a public repository of structured organic reaction records. Task: describe an organic reaction: reactants, conditions, products, and yield Reactants: CC(=O)OC(C)(CCO)c1ccc(-c2ccc(F)cc2F)cc1, CO, ClC(Cl)Cl, [K+], [OH-], O. Product: CC(O)(CCO)c1ccc(-c2ccc(F)cc2F)cc1. RXN SMILES: [C:1](=[O:2])([CH3:3])[O:4][C:5]([CH2:6][CH2:7][OH:8])([CH3:9])[c:10]1[cH:11][cH:12][c:13](-[c:16]2[c:17]([F:23])[cH:18][c:19]([F:22])[cH:20][cH:21]2)[cH:14][cH:15]1.[CH3:26][OH:27].[CH:29]([Cl:30])([Cl:31])[Cl:32].[K+:25].[OH-:24].[OH2:28]>>[OH:4][C:5]([CH2:6][CH2:7][OH:8])([CH3:9])[c:10]1[cH:11][cH:12][c:13](-[c:16]2[c:17]([F:23])[cH:18][c:19]([F:22])[cH:20][cH:21]2)[cH:14][cH:15]1. The reactants are O=C([O-])[O-], C1CCNCC1, CN(C)C=O, CCOC(C)=O, CC#CCOc1cc(Cl)ncn1, [K+], [K+]. The product is CC#CCOc1cc(N2CCCCC2)ncn1. As a reaction SMILES: [C:18](=[O:19])([O-:20])[O-:21].[CH2:24]1[CH2:25][CH2:26][NH:27][CH2:28][CH2:29]1.[CH3:1][N:2]([CH3:3])[CH:4]=[O:5].[CH3:30][CH2:31][O:32][C:33](=[O:34])[CH3:35].[Cl:6][c:7]1[n:8][cH:9][n:10][c:11]([O:13][CH2:14][C:15]#[C:16][CH3:17])[cH:12]1.[K+:22].[K+:23]>>[c:7]1([N:27]2[CH2:26][CH2:25][CH2:24][CH2:29][CH2:28]2)[n:8][cH:9][n:10][c:11]([O:13][CH2:14][C:15]#[C:16][CH3:17])[cH:12]1. The reactants are C(C1=CC=CC=C1)[C@@H]1NC(O[C@@H]1COS(=O)(=O)C1=CC=C(C=C1)[N+](=O)[O-])=O (p-nitrobenzenesulphonic acid (4S, 5S)-4-benzyl-2-oxo-oxazolidin-5-ylmethyl ester), C(C)(C)(C)NC(=O)[C@H]1NC[C@H]2CCCC[C@H]2C1 (N-tert.butyl-decahydro-(4aS,8aS)-isoquinoline-3(S)-carboxamide), C([O-])([O-])=O.[Na+].[Na+] (sodium carbonate). Run in CC(CC(C)=O)C (4-methyl-2-pentanone), CC(CC(C)=O)C (4-methyl-2-pentanone), Cl (hydrochloric acid). Run at temperature 80 celsius. Product: [N+](=O)([O-])C1=CC=C(C=C1)S(=O)(=O)O.C(C1=CC=CC=C1)[C@@H]1NC(O[C@@H]1CN1C[C@H]2CCCC[C@H]2C[C@H]1C(=O)NC(C)(C)C)=O ((3S, 4aS ,8aS)-2-[(4S,5R)-4-benzyl-2-oxo-oxazolidin-5-ylmethyl]-N-tert.butyl -decahydro-isoquinoline-3-carboxamide p-nitrobenzenesulphonate). Isolated yield 88.4%. Reaction SMILES: [CH2:1]([C@H:8]1[C@@H:12]([CH2:13][O:14][S:15]([C:18]2[CH:23]=[CH:22][C:21]([N+:24]([O-:26])=[O:25])=[CH:20][CH:19]=2)(=[O:17])=[O:16])[O:11][C:10](=[O:27])[NH:9]1)[C:2]1[CH:7]=[CH:6][CH:5]=[CH:4][CH:3]=1.[C:28]([NH:32][C:33]([C@@H:35]1[CH2:44][C@H:43]2[C@H:38]([CH2:39][CH2:40][CH2:41][CH2:42]2)[CH2:37][NH:36]1)=[O:34])([CH3:31])([CH3:30])[CH3:29].C(=O)([O-])[O-].[Na+].[Na+]>CC(C)CC(=O)C.Cl>[N+:24]([C:21]1[CH:20]=[CH:19][C:18]([S:15]([OH:17])(=[O:14])=[O:16])=[CH:23][CH:22]=1)([O-:26])=[O:25].[CH2:1]([C@H:8]1[C@@H:12]([CH2:13][N:36]2[C@H:35]([C:33]([NH:32][C:28]([CH3:31])([CH3:30])[CH3:29])=[O:34])[CH2:44][C@H:43]3[C@H:38]([CH2:39][CH2:40][CH2:41][CH2:42]3)[CH2:37]2)[O:11][C:10](=[O:27])[NH:9]1)[C:2]1[CH:3]=[CH:4][CH:5]=[CH:6][CH:7]=1 |f:2.3.4,7.8|. Procedure details: A suspension of 24.69 g of p-nitrobenzenesulphonic acid (4S, 5S)-4-benzyl-2-oxo-oxazolidin-5-ylmethyl ester (Example 12), 15.0 g of N-tert.butyl-decahydro-(4aS,8aS)-isoquinoline-3(S)-carboxamide and 10.0 g of sodium carbonate in 76 ml of 4-methyl-2-pentanone is heated under reflux for 10 hours while stirring. The suspension is cooled to 80° C., diluted with 178 ml of 4-methyl-2-pentanone and 54 ml of 3N hydrochloric acid, cooled to 40° C and filtered. The residue is washed with water and 4-methy... Reactants: N1=CC=C(C=C1)C(OC(=O)NC=1C(=CC=CC1)N)C1CCNCC1 (N1-[1-(4-pyridyl)piperidin-4-ylmethoxycarbonyl]-1,2-benzenediamine), ClC1=CC=C(O1)C(=O)O (5-chloro-2-furancarboxylic acid). Yields the product Cl.ClC1=CC=C(O1)C(=O)NC=1C(=CC=CC1)NC(=O)OC(C1=CC=NC=C1)C1CCNCC1 (N1-(5-Chlorofuran-2-ylcarbonyl)-N2-[1-(4-pyridyl)piperidin-4-ylmethoxycarbonyl]-1,2-benzenediamine Hydrochloride). The yield is 19.3%. As a reaction SMILES: [N:1]1[CH:6]=[CH:5][C:4]([CH:7]([CH:19]2[CH2:24][CH2:23][NH:22][CH2:21][CH2:20]2)[O:8][C:9]([NH:11][C:12]2[C:13]([NH2:18])=[CH:14][CH:15]=[CH:16][CH:17]=2)=[O:10])=[CH:3][CH:2]=1.[Cl:25][C:26]1[O:30][C:29]([C:31](O)=[O:32])=[CH:28][CH:27]=1>>[ClH:25].[Cl:25][C:26]1[O:30][C:29]([C:31]([NH:18][C:13]2[C:12]([NH:11][C:9]([O:8][CH:7]([CH:19]3[CH2:24][CH2:23][NH:22][CH2:21][CH2:20]3)[C:4]3[CH:5]=[CH:6][N:1]=[CH:2][CH:3]=3)=[O:10])=[CH:17][CH:16]=[CH:15][CH:14]=2)=[O:32])=[CH:28][CH:27]=1 |f:2.3|. Procedure: Using the procedure described in Example 168, N1-[1-(4-pyridyl)piperidin-4-ylmethoxycarbonyl]-1,2-benzenediamine (0.61 mmol) and 5-chloro-2-furancarboxylic acid (1.2 mmol), purifying with RPHPLC Method A, yielded 57 mg (22%) of the title compound. Reactants: OC1=C(C=C(C=C1)C)N1N=C2C(=N1)C=CC=C2 (2-(2′-Hydroxy-5′-methylphenyl)benzotriazole), BrBr (bromine), N(=NC(C#N)(C)C)C(C#N)(C)C (azobis isobutyronitrile), OC1=C(C=C(C=C1)C)N1N=C2C(=N1)C=CC=C2 (2-(2′-Hydroxy-5′-methylphenyl)benzotriazole), N(=NC(C#N)(C)C)C(C#N)(C)C (AIBN), OC1=C(C=C(C=C1)C)N1N=C2C(=N1)C=CC=C2 (2-(2′-Hydroxy-5′-methylphenyl)benzotriazole). Solvent: C(Cl)(Cl)(Cl)Cl (carbon tetrachloride), C(Cl)(Cl)(Cl)Cl (carbon tetrachloride). The product is OC1=C(C=C(C=C1)CBr)N1N=C2C(=N1)C=CC=C2 (2-(2′-Hydroxy-5′-bromomethylphenyl)benzotriazole). As a reaction SMILES: [OH:1][C:2]1[CH:7]=[CH:6][C:5]([CH3:8])=[CH:4][C:3]=1[N:9]1[N:13]=[C:12]2[CH:14]=[CH:15][CH:16]=[CH:17][C:11]2=[N:10]1.N(C(C)(C)C#N)=NC(C)(C)C#N.[Br:30]Br>C(Cl)(Cl)(Cl)Cl>[OH:1][C:2]1[CH:7]=[CH:6][C:5]([CH2:8][Br:30])=[CH:4][C:3]=1[N:9]1[N:13]=[C:12]2[CH:14]=[CH:15][CH:16]=[CH:17][C:11]2=[N:10]1. Reported procedure: 2-(2′-Hydroxy-5′-bromomethylphenyl)benzotriazole was prepared from the bromination of 2-(2′-Hydroxy-5′-methylphenyl)benzotriazole using azobis isobutyronitrile (AIBN) as an initiator. In a 500 ml three-necked round bottomed flask, 5 g (0.0223 mol) of 2-(2′-Hydroxy-5′-methylphenyl)benzotriazole and 100 mg of AIBN were taken and dissolved in 150 ml of dry carbon tetrachloride. In a separate conical flask 4.18 g (1.5 ml, 0.03 mol) of bromine was dissolved in 75 ml of dry carbon tetrachloride and so... Reactants: [Li]CCCC, CCCCCC, CCOC(C)=O, CC(C)NC(C)C, C1CCOC1, CCCC(=O)CCc1ccccc1. Product: CCCC(O)(CCc1ccccc1)CC(=O)OCC. As a reaction SMILES: [CH2:8]([Li:9])[CH2:10][CH2:11][CH3:12].[CH3:13][CH2:14][CH2:15][CH2:16][CH2:17][CH3:18].[CH3:19][CH2:20][O:21][C:22]([CH3:23])=[O:24].[CH:1]([NH:2][CH:3]([CH3:4])[CH3:5])([CH3:6])[CH3:7].[O:38]1[CH2:39][CH2:40][CH2:41][CH2:42]1.[c:25]1([CH2:31][CH2:32][C:33]([CH2:34][CH2:35][CH3:36])=[O:37])[cH:26][cH:27][cH:28][cH:29][cH:30]1>>[CH3:19][CH2:20][O:21][C:22]([CH2:23][C:33]([CH2:32][CH2:31][c:25]1[cH:26][cH:27][cH:28][cH:29][cH:30]1)([CH2:34][CH2:35][CH3:36])[OH:37])=[O:24]. Starting materials: NC(=O)NC=1C=CC2=C(N(C(=N2)CCCC)CC2=CC=C(C=C2)C=2C(=CC=CC2)C(=O)OC(C)(C)C)C1 (tert.butyl 4'-[(6-aminocarbonylamino-2-n-butyl-benzimidazol-1-yl)-methyl]biphenyl-2-carboxylate), FC(C(=O)O)(F)F (trifluoroacetic acid). Yields the product FC(C(=O)O)(F)F.NC(=O)NC=1C=CC2=C(N(C(=N2)CCCC)CC2=CC=C(C=C2)C=2C(=CC=CC2)C(=O)O)C1 (4'-[(6-Aminocarbonylamino-2-n-butyl-benzimidazol-1-yl)-methyl]biphenyl-2-carboxylic acid trifluoroacetate). Reaction SMILES: [NH2:1][C:2]([NH:4][C:5]1[CH:6]=[CH:7][C:8]2[N:12]=[C:11]([CH2:13][CH2:14][CH2:15][CH3:16])[N:10]([CH2:17][C:18]3[CH:23]=[CH:22][C:21]([C:24]4[C:25]([C:30]([O:32]C(C)(C)C)=[O:31])=[CH:26][CH:27]=[CH:28][CH:29]=4)=[CH:20][CH:19]=3)[C:9]=2[CH:37]=1)=[O:3].[F:38][C:39]([F:44])([F:43])[C:40]([OH:42])=[O:41]>>[F:38][C:39]([F:44])([F:43])[C:40]([OH:42])=[O:41].[NH2:1][C:2]([NH:4][C:5]1[CH:6]=[CH:7][C:8]2[N:12]=[C:11]([CH2:13][CH2:14][CH2:15][CH3:16])[N:10]([CH2:17][C:18]3[CH:23]=[CH:22][C:21]([C:24]4[C:25]([C:30]([OH:32])=[O:31])=[CH:26][CH:27]=[CH:28][CH:29]=4)=[CH:20][CH:19]=3)[C:9]=2[CH:37]=1)=[O:3] |f:2.3|. Procedure details: Prepared in analogous manner to Example 9 from tert.butyl 4'-[(6-aminocarbonylamino-2-n-butyl-benzimidazol-1-yl)-methyl]biphenyl-2-carboxylate and trifluoroacetic acid.